Dataset: the Open Reaction Database (ORD), a public repository of structured organic reaction records. Task: describe an organic reaction: reactants, conditions, products, and yield Starting materials: COC1=NC(=NC(=N1)OC)OC(C(=O)OCC1=CC=CC=C1)C(C)(C)OCC (benzyl 2-(4,6-dimethoxy-s-triazin-2-yl)oxy-3-ethoxy-3-methylbutanoate), ( 6 ), [H][H] (hydrogen). Reagents/catalysts: [C].[Pd] (palladium carbon). The solvent is C(C)O (ethanol). Reaction conditions: temperature 20 celsius, time 1 hour. The product is COC1=NC(=NC(=N1)OC)OC(C(=O)O)C(C)(C)OCC (2-(4,6-dimethoxy-s-triazin-2-yl)oxy-3-ethoxy-3-methylbutanoic acid). The yield is 94.9%. Reaction SMILES: [CH3:1][O:2][C:3]1[N:8]=[C:7]([O:9][CH3:10])[N:6]=[C:5]([O:11][CH:12]([C:23]([O:26][CH2:27][CH3:28])([CH3:25])[CH3:24])[C:13]([O:15]CC2C=CC=CC=2)=[O:14])[N:4]=1.[H][H]>C(O)C.[C].[Pd]>[CH3:10][O:9][C:7]1[N:8]=[C:3]([O:2][CH3:1])[N:4]=[C:5]([O:11][CH:12]([C:23]([O:26][CH2:27][CH3:28])([CH3:24])[CH3:25])[C:13]([OH:15])=[O:14])[N:6]=1 |f:3.4|. Procedure: That is, in 200 ml of ethanol were dissolved 39.2 g (0.1 mol) of Compound 155 prepared in the above (6), and 0.5 g of palladium carbon was added thereto as a catalyst. The mixture was stirred at room temperature (20° C.) for 1 hour while blowing hydrogen therein. Subsequently, the catalyst was removed by filtration, and the mother liquor was concentrated to obtain 28.6 g (yield: 95%) of the title compound as a colorless oily product. Reactants: C, C=O, Cc1cc(C)c2oc(N3CCCCNCC3)nc2c1, CO, Cl, [H][H], [Pd]. Yields the product Cc1cc(C)c2oc(N3CCCCN(C)CC3)nc2c1. As a reaction SMILES: [C:27].[CH2:20]=[O:21].[CH3:1][c:2]1[cH:3][c:4]([CH3:19])[c:5]2[c:6]([n:7][c:8]([N:10]3[CH2:11][CH2:12][NH:13][CH2:14][CH2:15][CH2:16][CH2:17]3)[o:9]2)[cH:18]1.[CH3:25][OH:26].[ClH:22].[H:23][H:24].[Pd:28]>>[CH3:1][c:2]1[cH:3][c:4]([CH3:19])[c:5]2[c:6]([n:7][c:8]([N:10]3[CH2:11][CH2:12][N:13]([CH3:20])[CH2:14][CH2:15][CH2:16][CH2:17]3)[o:9]2)[cH:18]1. Starting materials: CC(=O)C1=CC(=C(C=C1)F)C(F)(F)F (4-fluoro-3-(trifluoromethyl)acetophenone), COCCNC (N-(2-methoxyethyl)methylamine), C([O-])([O-])=O.[K+].[K+] (potassium carbonate). The solvent is CS(=O)C (DMSO), O (water). Yields the product COCCN(C1=C(C=C(C=C1)C(C)=O)C(F)(F)F)C (1-{4-[(2-Methoxy-ethyl)-methyl-amino]-3-trifluoromethyl-phenyl}-ethanone). Isolated yield 81.8%. As a reaction SMILES: [CH3:1][C:2]([C:4]1[CH:9]=[CH:8][C:7](F)=[C:6]([C:11]([F:14])([F:13])[F:12])[CH:5]=1)=[O:3].[CH3:15][O:16][CH2:17][CH2:18][NH:19][CH3:20].C(=O)([O-])[O-].[K+].[K+]>CS(C)=O.O>[CH3:15][O:16][CH2:17][CH2:18][N:19]([CH3:20])[C:7]1[CH:8]=[CH:9][C:4]([C:2](=[O:3])[CH3:1])=[CH:5][C:6]=1[C:11]([F:14])([F:13])[F:12] |f:2.3.4|. Reported procedure: A solution of 4-fluoro-3-(trifluoromethyl)acetophenone (500 mg, 2.43 mmol), N-(2-methoxyethyl)methylamine (649 mg, 7.28 mmol) and potassium carbonate (335 mg, 2.43 mmol) in DMSO (6 mL) was stirred for 30 min at 150° C. in the microwave. The cooled reaction mixture was diluted with water, extracted with ethyl acetate, dried over sodium sulphate, filtered and the solvent was removed under reduced pressure. Finally 547 mg (yield: 82%) of the title compound was obtained. The reactants are N#CCc1cccc(Br)c1, ClCCl, CC(C)[N-]C(C)C, [Li]CCCC, CC(C)NC(C)C, N#CSCc1ccccc1Cl, [Li+], c1ccccc1. The product is N#CC(C#N)c1cccc(Br)c1. As a reaction SMILES: [Br:21][c:22]1[cH:23][c:24]([CH2:28][C:29]#[N:30])[cH:25][cH:26][cH:27]1.[CH2:48]([Cl:49])[Cl:50].[CH3:14][CH:15]([N-:16][CH:17]([CH3:18])[CH3:19])[CH3:20].[CH3:8][CH2:9][CH2:10][CH2:11][Li:12].[CH:1]([NH:4][CH:2]([CH3:3])[CH3:5])([CH3:6])[CH3:7].[Cl:31][c:32]1[cH:33][cH:34][cH:35][cH:36][c:37]1[CH2:38][S:39][C:40]#[N:41].[Li+:13].[cH:42]1[cH:43][cH:44][cH:45][cH:46][cH:47]1>>[C:1](#[N:4])[CH:28]([c:24]1[cH:23][c:22]([Br:21])[cH:27][cH:26][cH:25]1)[C:29]#[N:30]. The reactants are C1(=C(C(=C(C(=C1F)F)F)N)F)N.Cl.Cl (dihydrochloride), Cl.Cl.N1=C(N=CC=C1)N1CCNCC1 (1-(2-pyrimidyl)piperazine dihydrochloride), C(C)(=O)[O-].[Na+] (sodium acetate), 3-N-1-methylcyclohexyl-bromopropanamide, CC1(CCCCC1)NC(C=C)=O (N-1-methylcyclohexyl acrylamide). The product is N1=C(N=CC=C1)N1CCN(CC1)CCC(=O)NC1(CCCCC1)C (4-(2-Pyrimidinyl)-N-(1-methylcyclohexyl)-1-piperazinepropanamide). Yield: 41.9%. As a reaction SMILES: Cl.Cl.[N:3]1[CH:8]=[CH:7][CH:6]=[N:5][C:4]=1[N:9]1[CH2:14][CH2:13][NH:12][CH2:11][CH2:10]1.C([O-])(=O)C.[Na+].[CH3:20][C:21]1([NH:27][C:28](=[O:31])[CH:29]=[CH2:30])[CH2:26][CH2:25][CH2:24][CH2:23][CH2:22]1.C1(N)C(F)=C(F)C(F)=C(N)C=1F.Cl.Cl>>[N:3]1[CH:8]=[CH:7][CH:6]=[N:5][C:4]=1[N:9]1[CH2:14][CH2:13][N:12]([CH2:30][CH2:29][C:28]([NH:27][C:21]2([CH3:20])[CH2:26][CH2:25][CH2:24][CH2:23][CH2:22]2)=[O:31])[CH2:11][CH2:10]1 |f:0.1.2,3.4,6.7.8|. Procedure details: The title compound was prepared from -1-(2-pyrimidyl)piperazine dihydrochloride (2.77 g, 0.0117 mol), sodium acetate (1.92 g, 0.0234 mol) and the mixture of 3-N-1-methylcyclohexyl-bromopropanamide and N-1-methylcyclohexyl acrylamide (1.8 g, 0.0098 mol) in the manner described in Example 16 to give 1.36 g of the title compound as the dihydrochloride (32%, based on the amide mixture), mp. 204°-209° C. Starting materials: ice water, CI (Methyl iodide), OC1CCN2C3=C(C(=CC=C13)C)C=C2C(=O)OCC (ethyl 5,6-dihydro-6-hydroxy-9-methyl-4H-pyrrolo [3,2,1-ij]quinoline-2-carboxylate), [H-].[Na+] (sodium hydride). The solvent is O1CCCC1 (tetrahydrofuran). Yields the product CC1=CC=C2C(CCN3C2=C1C=C3C(=O)OCC)OC (ethyl 5,6-dihydro-9-methyl-6-methoxy-4H-pyrrolo [3,2,1-ij]quinoline-2-carboxylate). The yield is 58.8%. RXN SMILES: [CH3:1]I.[OH:3][CH:4]1[C:13]2[C:8]3=[C:9]([CH:15]=[C:16]([C:17]([O:19][CH2:20][CH3:21])=[O:18])[N:7]3[CH2:6][CH2:5]1)[C:10]([CH3:14])=[CH:11][CH:12]=2.[H-].[Na+]>O1CCCC1>[CH3:14][C:10]1[C:9]2[CH:15]=[C:16]([C:17]([O:19][CH2:20][CH3:21])=[O:18])[N:7]3[C:8]=2[C:13]([CH:4]([O:3][CH3:1])[CH2:5][CH2:6]3)=[CH:12][CH:11]=1 |f:2.3|. Reported procedure: Methyl iodide (0.55 g, 3.86 mmol) was added dropwise to a mixture of ethyl 5,6-dihydro-6-hydroxy-9-methyl-4H-pyrrolo [3,2,1-ij]quinoline-2-carboxylate (0.50 g, 1.93 mmol), 60% sodium hydride (0.08 g, 1.93 mmol) and tetrahydrofuran (20 ml) with stirring at room temperature, and the resulting mixture was stirred at room temperature for another 2 hours. The reaction mixture was poured into ice water and extracted three times with ethyl acetate, and the extract solution was washed with a 5% aqueous ...